Dataset: the Open Reaction Database (ORD), a public repository of structured organic reaction records. Task: describe an organic reaction: reactants, conditions, products, and yield Reactants: [Cl-].COC[P+](C1=CC=CC=C1)(C1=CC=CC=C1)C1=CC=CC=C1 ((methoxymethyl)triphenyl phosphonium chloride), CC(C)([O-])C.[K+] (potassium t-butoxide), CC=1N=C(SC1C(C)=O)C1=CC=C(C=C1)C(F)(F)F (1-[4-Methyl-2-(4-trifluoromethyl-phenyl)-thiazol-5-yl]-ethanone). Run in C1(=CC=CC=C1)C (toluene), C1(=CC=CC=C1)C (toluene). Reaction conditions: time 30 minute. Product: COC=C(C)C1=C(N=C(S1)C1=CC=C(C=C1)C(F)(F)F)C (5-(2-Methoxy-1-methyl-vinyl)-4-methyl-2-(4-trifluoromethyl-phenyl)-thiazole). Isolated yield 74.2%. Reaction SMILES: [Cl-].[CH3:2][O:3]C[P+](C1C=CC=CC=1)(C1C=CC=CC=1)C1C=CC=CC=1.[CH3:24][C:25]([CH3:28])([O-])[CH3:26].[K+].[CH3:30][C:31]1[N:32]=[C:33]([C:39]2[CH:44]=[CH:43][C:42]([C:45]([F:48])([F:47])[F:46])=[CH:41][CH:40]=2)[S:34]C=1C(=O)C>C1(C)C=CC=CC=1>[CH3:2][O:3][CH:24]=[C:25]([C:28]1[S:34][C:33]([C:39]2[CH:44]=[CH:43][C:42]([C:45]([F:48])([F:46])[F:47])=[CH:41][CH:40]=2)=[N:32][C:31]=1[CH3:30])[CH3:26] |f:0.1,2.3|. Procedure details: To a solution of (methoxymethyl)triphenyl phosphonium chloride (15.5 g, 45.2 mmole) in toluene (330 mL) is added potassium t-butoxide (5.07 g, 45.2 mmole) in one portion and stirred for 30 minutes, then a solution of 1-[4-Methyl-2-(4-trifluoromethyl-phenyl)-thiazol-5-yl]-ethanone (8.6 g, 30.1 mmole) in toluene (20 mL) is added. The reaction is stirred for 4 hours, quenched by NH4Cl aqueous solution, extracted with ethyl acetate and then concentrated on rota vapor. The residue is purified on a si... Reactants: BrC=1C(=NC(=NC1C)N1C(=CC=C1C)C)NN1CCCC1 (5-bromo-2-(2,5-dimethyl-1H-pyrrol-1-yl)-6-methyl-N-(pyrrolidin-1-yl)pyrimidin-4-amine), C(C=C)(=O)Cl (acryloyl chloride). Run in C(Cl)Cl (methylene chloride), CCN(C(C)C)C(C)C (hunig's base), C(Cl)Cl (methylene chloride). Reaction conditions: time 60 minute. The product is BrC=1C(=NC(=NC1C)N1C(=CC=C1C)C)N(C(C=C)=O)N1CCCC1 (N-(5-Bromo-2-(2,5-dimethyl-1H-pyrrol-1-yl)-6-methylpyrimidin-4-yl)-N-(pyrrolidin-1-yl)acrylamide). Reaction SMILES: [Br:1][C:2]1[C:3]([NH:16][N:17]2[CH2:21][CH2:20][CH2:19][CH2:18]2)=[N:4][C:5]([N:9]2[C:13]([CH3:14])=[CH:12][CH:11]=[C:10]2[CH3:15])=[N:6][C:7]=1[CH3:8].[C:22](Cl)(=[O:25])[CH:23]=[CH2:24]>C(Cl)Cl.CCN(C(C)C)C(C)C>[Br:1][C:2]1[C:3]([N:16]([N:17]2[CH2:21][CH2:20][CH2:19][CH2:18]2)[C:22](=[O:25])[CH:23]=[CH2:24])=[N:4][C:5]([N:9]2[C:13]([CH3:14])=[CH:12][CH:11]=[C:10]2[CH3:15])=[N:6][C:7]=1[CH3:8]. Procedure details: To a reaction solution of 5-bromo-2-(2,5-dimethyl-1H-pyrrol-1-yl)-6-methyl-N-(pyrrolidin-1-yl)pyrimidin-4-amine (3.14 g, 8.97 mmol) in anhyrous methylene chloride (120 ml) and hunig's base (4.68 ml) was added slowly a solution of acryloyl chloride (0.80 ml, 9.86 mmol) in methylene chloride (30 ml) dropwise at R.T. After stirring at R.T for 60 mins, the reaction mixture was concentrated under reduced pressure and the residue was purified by 120 g column eluted with 40% ethyl acetate:hexane to giv... RXN SMILES: [CH3:1][N:2]([CH3:24])[C:3]([C:18]1[CH:23]=[CH:22][CH:21]=[CH:20][CH:19]=1)=[CH:4][CH:5]=[C:6]([C:12]1[CH:17]=[CH:16][CH:15]=[CH:14][CH:13]=1)[C:7]([O:9][CH2:10][CH3:11])=[S:8].F[B-](F)(F)F.CN(C)[C:32](C1C=CC=CC=1)=[CH:33]C=[N+](C)C.CC[O-].[Na+].C(SCC(OCC)=O)CC1C=CC=CC=1>C(O)C>[CH3:24][N:2]([CH3:1])[C:3]([C:18]1[CH:19]=[CH:20][CH:21]=[CH:22][CH:23]=1)=[CH:4][CH:5]=[C:6]([CH2:12][CH2:17][C:16]1[CH:15]=[CH:14][CH:13]=[CH:33][CH:32]=1)[C:7]([O:9][CH2:10][CH3:11])=[S:8] |f:1.2,3.4|. Solvent: C(C)O (ethanol). Starting materials: CN(C(=CC=C(C(=S)OCC)C1=CC=CC=C1)C1=CC=CC=C1)C (ethyl 5-dimethylamino-5-phenyl-2-phenylthio-2,4-pentadienoate), CC[O-].[Na+] (sodium ethylate), C(CC1=CC=CC=C1)SCC(=O)OCC (ethyl (phenethylthio)acetate), F[B-](F)(F)F.CN(C(=CC=[N+](C)C)C1=CC=CC=C1)C (N-(3-dimethylamino-3-phenylpropenylidene)-N-methylmethanaminium tetrafluoroborate), ethanolic solution. Reported procedure: The procedure is as in Example 24 for the preparation of ethyl 5-dimethylamino-5-phenyl-2-phenylthio-2,4-pentadienoate, starting with N-(3-dimethylamino-3-phenylpropenylidene)-N-methylmethanaminium tetrafluoroborate (5.8 g), a 2M ethanolic solution of sodium ethylate (10 cc) and ethyl (phenethylthio)acetate (4.5 g) in ethanol (50 cc). After purification by chromatography on a silica column with dichloromethane as eluent, ethyl 5-dimethylamino-5-phenyl-2-phenethylthio-2,4-pentadienoate (4.5 g) is... Product: CN(C(=CC=C(C(=S)OCC)CCC1=CC=CC=C1)C1=CC=CC=C1)C (ethyl 5-dimethylamino-5-phenyl-2-phenethylthio-2,4-pentadienoate). The reactants are NN1CC(OC2=C1C=C(C=C2)C(F)(F)F)(C)C (4-amino-2,2-dimethyl-6-trifluoromethyl-1,4-benzoxazine), C(C)(=O)O (Acetic acid). The product is C(C)(=O)NN1CC(OC2=C1C=C(C=C2)C(F)(F)F)(C)C (4-Acetylamino-2,2-dimethyl-6-trifluoromethyl-1,4-benzoxazine). Isolated yield 63.0%. As a reaction SMILES: [NH2:1][N:2]1[C:7]2[CH:8]=[C:9]([C:12]([F:15])([F:14])[F:13])[CH:10]=[CH:11][C:6]=2[O:5][C:4]([CH3:17])([CH3:16])[CH2:3]1.[C:18](O)(=[O:20])[CH3:19]>>[C:18]([NH:1][N:2]1[C:7]2[CH:8]=[C:9]([C:12]([F:15])([F:13])[F:14])[CH:10]=[CH:11][C:6]=2[O:5][C:4]([CH3:17])([CH3:16])[CH2:3]1)(=[O:20])[CH3:19]. Procedure: Acetic acid (3 ml) was added to 123 mg of 4-amino-2,2-dimethyl-6-trifluoromethyl-1,4-benzoxazine, followed by refluxing for 1 hour. The acetic acid was distilled off under reduced pressure and the residue was dissolved in ethyl acetate. The resulting solution was washed first with a 1N aqueous solution of sodium hydroxide and then with water, and was dried over magnesium sulfate. The solvent was distilled off under reduced pressure and the residue was purified by chromatography on a silica gel c... The reactants are C(C)[C@]12[C@](CC[C@H]2[C@H]2[C@H](CC1)C=1CCC(CC1CC2)=O)(O)C#C (13β-ethyl-17α-ethynyl-17β-hydroxy-gon-5(10)-en-3-one), CO (methanol), Cl (hydrochloric acid). As a reaction SMILES: [CH2:1]([C@:3]12[CH2:11][CH2:10][C@@H:9]3[C:12]4[CH2:13][CH2:14][C:15](=[O:20])[CH2:16][C:17]=4[CH2:18][CH2:19][C@H:8]3[C@@H:7]1[CH2:6][CH2:5][C@:4]2([C:22]#[CH:23])[OH:21])[CH3:2].CO.Cl>O>[CH2:1]([C@:3]12[CH2:11][CH2:10][C@@H:9]3[C@@H:12]4[C:17]([CH2:18][CH2:19][C@H:8]3[C@@H:7]1[CH2:6][CH2:5][C@:4]2([C:22]#[CH:23])[OH:21])=[CH:16][C:15](=[O:20])[CH2:14][CH2:13]4)[CH3:2]. The solvent is O (water). Reported procedure: Stir 13β-ethyl-17α-ethynyl-17β-hydroxy-gon-5(10)-en-3-one (0.1 g.) with a mixture of methanol (36 cc.), water (1.6 cc.) and concentrated hydrochloric acid (2.4 cc.) for 1 hour. Add water and extract the mixture with ether. Wash, dry and evaporate the ethereal solution and recrystallize the residue from ether-hexane to obtain the title compound, m.p. 203°-6° undepressed on admixture with authentic material. Infrared spectrum 3.05, 3.5, 6.05, 9.4 μ. Product: C(C)[C@]12[C@](CC[C@H]2[C@H]2[C@H](CC1)[C@H]1CCC(C=C1CC2)=O)(O)C#C (13β-Ethyl-17α-ethynyl-17β-hydroxy-gon-4-en-3-one).